The task is: describe an organic reaction: reactants, conditions, products, and yield. This data is from the Open Reaction Database (ORD), a public repository of structured organic reaction records. As a reaction SMILES: [CH3:17][C:18]#[N:19].[Cl:12][CH2:13][CH2:14][CH2:15][I:16].[O:1]1[CH2:2][C:3](=[O:11])[NH:4][c:5]2[c:6]1[cH:7][cH:8][cH:9][cH:10]2>>[O:1]1[CH2:2][C:3](=[O:11])[N:4]([CH2:15][CH2:14][CH2:13][Cl:12])[c:5]2[c:6]1[cH:7][cH:8][cH:9][cH:10]2. Yields the product O=C1COc2ccccc2N1CCCCl. Starting materials: CC#N, ClCCCI, O=C1COc2ccccc2N1. The reactants are ClC=1C=CC2=C(C=CC3=C(N=C(N3CCC=3N=CNC3)C)C2C=2C(NC(N(C2)C)=O)=O)C1 ((±)-5-(7-Chloro-1-((imidazol-4-yl)ethyl)-2-methyl-4H-benzo[5,6]cyclohepta[1,2-d]imidazol-4-yl)-1-methyl-2,4(3H,4H)-pyrimidinedione), COC=1C=CC(=CC1)P2(=S)SP(=S)(S2)C=3C=CC(=CC3)OC (Lawesson's reagent). Yields the product ClC=1C=CC2=C(C=CC3=C(N=C(N3CCC=3N=CNC3)C)C2C=2C(NC(N(C2)C)=O)=S)C1 ((±)-5-(7-Chloro-1-((imidazol-4-yl)ethyl)-2-methyl-4H-benzo[5,6]cyclohepta[1,2-d]imidazol-4-yl)-1-methyl-3,4-dihydro-4-thioxo-2(1H)-pyrimidinone). Reaction SMILES: [Cl:1][C:2]1[CH:3]=[CH:4][C:5]2[CH:22]([C:23]3[C:24](=O)[NH:25][C:26](=[O:30])[N:27]([CH3:29])[CH:28]=3)[C:10]3[N:11]=[C:12]([CH3:21])[N:13]([CH2:14][CH2:15][C:16]4[N:17]=[CH:18][NH:19][CH:20]=4)[C:9]=3[CH:8]=[CH:7][C:6]=2[CH:32]=1.COC1C=CC(P2(SP(C3C=CC(OC)=CC=3)(=S)S2)=[S:42])=CC=1>>[Cl:1][C:2]1[CH:3]=[CH:4][C:5]2[CH:22]([C:23]3[C:24](=[S:42])[NH:25][C:26](=[O:30])[N:27]([CH3:29])[CH:28]=3)[C:10]3[N:11]=[C:12]([CH3:21])[N:13]([CH2:14][CH2:15][C:16]4[N:17]=[CH:18][NH:19][CH:20]=4)[C:9]=3[CH:8]=[CH:7][C:6]=2[CH:32]=1. Procedure details: The title compound was prepared from the product of step (iii) (0.2 g) and Lawesson's reagent (0.9 g) according to the method of example 34 step (iv). Purification was by biotage chromatography on silica eluting with 5% methanol in dichloromethane with 1% 0.880 ammonia present to give a yellow glass. The reactants are COC(=O)c1ccc(C=CC2CC(NS(=O)(=O)c3ccc(Cl)cc3)CN2C(=O)OC(C)(C)C)cc1, O=C(O)C(F)(F)F. Product: COC(=O)c1ccc(C=CC2CC(NS(=O)(=O)c3ccc(Cl)cc3)CN2)cc1. As a reaction SMILES: [C:1]([O:2][C:3](=[O:4])[N:8]1[CH:9]([CH:24]=[CH:25][c:26]2[cH:27][cH:28][c:29]([C:32](=[O:33])[O:34][CH3:35])[cH:30][cH:31]2)[CH2:10][CH:11]([NH:13][S:14](=[O:15])(=[O:16])[c:17]2[cH:18][cH:19][c:20]([Cl:23])[cH:21][cH:22]2)[CH2:12]1)([CH3:5])([CH3:6])[CH3:7].[OH:36][C:37]([C:38]([F:39])([F:40])[F:41])=[O:42]>>[NH:8]1[CH:9]([CH:24]=[CH:25][c:26]2[cH:27][cH:28][c:29]([C:32](=[O:33])[O:34][CH3:35])[cH:30][cH:31]2)[CH2:10][CH:11]([NH:13][S:14](=[O:15])(=[O:16])[c:17]2[cH:18][cH:19][c:20]([Cl:23])[cH:21][cH:22]2)[CH2:12]1. Reactants: CCC1(C)C(O)=NN=C1C1CCN(C(=O)OC(C)(C)C)CC1, O=C([O-])[O-], CI, CC#N, [K+], [K+]. Product: CCC1(C)C(OC)=NN=C1C1CCN(C(=O)OC(C)(C)C)CC1. As a reaction SMILES: [C:1]([CH3:2])([CH3:3])([CH3:4])[O:5][C:6](=[O:7])[N:8]1[CH2:9][CH2:10][CH:11]([C:14]2=[N:18][N:17]=[C:16]([OH:19])[C:15]2([CH3:20])[CH2:21][CH3:22])[CH2:12][CH2:13]1.[C:23](=[O:24])([O-:25])[O-:26].[CH3:29][I:30].[CH3:31][C:32]#[N:33].[K+:27].[K+:28]>>[C:1]([CH3:2])([CH3:3])([CH3:4])[O:5][C:6](=[O:7])[N:8]1[CH2:9][CH2:10][CH:11]([C:14]2=[N:18][N:17]=[C:16]([O:19][CH3:23])[C:15]2([CH3:20])[CH2:21][CH3:22])[CH2:12][CH2:13]1. Reactants: C(=O)(O)C1=NC=C(N=C1)Cl (2-carboxy-5-chloro-pyrazine), P(=O)(Cl)(Cl)Cl (phosphorus oxychloride). The product is C(=O)(O)C1=NC=C(N=C1)O (2-carboxy-5-hydroxy-pyrazine). As a reaction SMILES: [C:1]([C:4]1[CH:9]=[N:8][C:7](Cl)=[CH:6][N:5]=1)([OH:3])=[O:2].P(Cl)(Cl)(Cl)=[O:12]>>[C:1]([C:4]1[CH:9]=[N:8][C:7]([OH:12])=[CH:6][N:5]=1)([OH:3])=[O:2]. Procedure details: For example the compound 2-carboxy-5-chloro-pyrazine can be prepared by treating with an excess of phosphorus oxychloride, at the reflux temperature, the 2-carboxy-5-hydroxy-pyrazine compound in its turn obtained in the manner described in Helv. Chim. Acta 47, 873 (1964).